From a dataset of the Open Reaction Database (ORD), a public repository of structured organic reaction records. describe an organic reaction: reactants, conditions, products, and yield As a reaction SMILES: C[O:2][C:3]([C:5]1[N:9]=[CH:8][N:7]([C:10]([C:23]2[CH:28]=[CH:27][CH:26]=[CH:25][CH:24]=2)([C:17]2[CH:22]=[CH:21][CH:20]=[CH:19][CH:18]=2)[C:11]2[CH:16]=[CH:15][CH:14]=[CH:13][CH:12]=2)[N:6]=1)=[O:4].[OH-].[Na+].O.Cl>CO>[C:10]([N:7]1[CH:8]=[N:9][C:5]([C:3]([OH:4])=[O:2])=[N:6]1)([C:17]1[CH:22]=[CH:21][CH:20]=[CH:19][CH:18]=1)([C:11]1[CH:16]=[CH:15][CH:14]=[CH:13][CH:12]=1)[C:23]1[CH:28]=[CH:27][CH:26]=[CH:25][CH:24]=1 |f:1.2|. Product: C(C1=CC=CC=C1)(C1=CC=CC=C1)(C1=CC=CC=C1)N1N=C(N=C1)C(=O)O (1-trityl-1H-[1,2,4]triazole-3-carboxylic acid). Procedure: A mixture of 1-trityl-1H-[1,2,4]triazole-3-carboxylic acid methyl ester (500 mg, 1.35 mmol) in methanol at 25° C. was treated with a 1N aqueous sodium hydroxide solution (4.0 mL). The reaction was stirred at 25° C. for 24 h. At this time, the reaction mixture was poured into water (100 mL) and acidified with a 1N aqueous hydrochloric acid solution. This solution was extracted with ethyl acetate (2×150 mL). The organics were washed with a saturated aqueous sodium chloride solution (1×150 mL), dri... Run at temperature 25 celsius, time 24 hour. The yield is 67.9%. Starting materials: Cl (hydrochloric acid), COC(=O)C1=NN(C=N1)C(C1=CC=CC=C1)(C1=CC=CC=C1)C1=CC=CC=C1 (1-trityl-1H-[1,2,4]triazole-3-carboxylic acid methyl ester), O (water), [OH-].[Na+] (sodium hydroxide). Run in CO (methanol). Starting materials: COC(C(C=1C=C2CC(CC2=CC1)(CC)CC)=O)=O (2,2-diethyl-α-oxo-5-indanacetic acid methyl ester), OCC(CO)(CO)[NH3+] ((1,3-dihydroxy-2-hydroxymethyl-2-propyl)ammonium). Yields the product C(C)C1(CC2=CC=C(C=C2C1)CC(=O)O)CC (2,2-diethyl-5-indanacetic acid). RXN SMILES: C[O:2][C:3](=[O:19])[C:4](=O)[C:5]1[CH:6]=[C:7]2[C:11](=[CH:12][CH:13]=1)[CH2:10][C:9]([CH2:16][CH3:17])([CH2:14][CH3:15])[CH2:8]2.OCC([NH3+])(CO)CO>>[CH2:16]([C:9]1([CH2:14][CH3:15])[CH2:8][C:7]2[C:11](=[CH:12][CH:13]=[C:5]([CH2:4][C:3]([OH:19])=[O:2])[CH:6]=2)[CH2:10]1)[CH3:17]. Procedure: 2,2-diethyl-α-oxo-5-indanacetic acid methyl ester is reduced in a manner analogous to that described in Example 4. The (1,3-dihydroxy-2-hydroxymethyl-2-propyl)ammonium salt of the title compound has an M.P. of 116°-119°. The reactants are C(C)(C)(C)[Li] (tert-Butyl lithium), CC1(OCCO1)C (2,2-dimethyl-1,3-dioxolane), CCOCC (ether), S(=O)(Cl)Cl (thionyl chloride), CCOCC (ether). Conditions: temperature -78 celsius, time 30 minute. Yields the product CC1(OC[C@@H](O1)CC1(CC1)S(=O)(=O)Cl)C ((S)-1-((2,2-dimethyl-1,3-dioxolan-4-yl)methyl)cyclopropane-1-sulfonyl chloride). RXN SMILES: [C:1]([Li])([CH3:4])([CH3:3])[CH3:2].[CH3:6][C:7]1([CH3:12])[O:11][CH2:10][CH2:9][O:8]1.[S:13]([Cl:16])(Cl)=[O:14].CC[O:19]CC>>[CH3:6][C:7]1([CH3:12])[O:11][C@@H:10]([CH2:2][C:1]2([S:13]([Cl:16])(=[O:14])=[O:19])[CH2:4][CH2:3]2)[CH2:9][O:8]1. Reported procedure: tert-Butyl lithium (2 eq) is added to a solution of (S)-4-(1-iodocyclopropyl)methyl)-2,2-dimethyl-1,3-dioxolane (1 eq) in ether at −78° C. and the mixture stirred at −78° C. for 30 mins. A solution of thionyl chloride in ether is added, the mixture warmed to room temperature and concentrated under reduced pressure. The residue is dissolved in chloroform, filtered and dried under reduced pressure.